From a dataset of the Open Reaction Database (ORD), a public repository of structured organic reaction records. describe an organic reaction: reactants, conditions, products, and yield The reactants are BrCC(C(=O)O)=O (3-Bromopyruvic acid), C1=CC=CC=C1 (benzene), ice. Solvent: S(O)(O)(=O)=O (sulfuric acid), O (water). Run at time 3 hour. Product: BrCC(C(=O)O)(C1=CC=CC=C1)C1=CC=CC=C1 (3-bromo-2,2-diphenylpropionic acid). As a reaction SMILES: [Br:1][CH2:2][C:3](=O)[C:4]([OH:6])=[O:5].[CH:8]1[CH:13]=[CH:12][CH:11]=[CH:10][CH:9]=1>S(=O)(=O)(O)O.O>[Br:1][CH2:2][C:3]([C:8]1[CH:13]=[CH:12][CH:11]=[CH:10][CH:9]=1)([C:8]1[CH:13]=[CH:12][CH:11]=[CH:10][CH:9]=1)[C:4]([OH:6])=[O:5]. Procedure details: 3-Bromopyruvic acid (170 g) is suspended in cold sulfuric acid (0.85 L) and maintained at 0° C. while benzene (0.255 L) is added over 1.5 hours. The temperature is allowed to warm to 35°-36° C. and then kept at 25° C. for three hours. Pouring over crushed ice (4 L) followed by trituration in cold water and recrystallization from 95% ethanol affords 76 g of 3-bromo-2,2-diphenylpropionic acid (mp 201°-202° C.). This acid (75 g) is suspended in benzene and thionyl chloride (55 ml) is added. After r... Starting materials: [Li].C[Cu]C (dimethylcopper lithium), O1CCCC1 (tetrahydrofuran), [Cl-].[NH4+] (ammonium chloride), O1CCCC1 (tetrahydrofuran), C(C1=CC=CC=C1)OC1=C(C=CC(=C1)C(CCCCCC)(C)C)C1=CC(CCC1)=O (3-[2-benzyloxy-4-(1,1-dimethylheptyl)phenyl]cyclohex-2-enone). Solvent: CCOCC (ether). Run at time 30 minute. Product: C(C1=CC=CC=C1)OC1=C(C=CC(=C1)C(CCCCCC)(C)C)C1(CC(CCC1)=O)C (3-[2-Benzyloxy-4-(1,1-dimethylheptyl)phenyl]-3-methylcyclohexanone). Reaction SMILES: [Li].C[Cu]C.O1CCC[CH2:6]1.[CH2:10]([O:17][C:18]1[CH:23]=[C:22]([C:24]([CH3:32])([CH3:31])[CH2:25][CH2:26][CH2:27][CH2:28][CH2:29][CH3:30])[CH:21]=[CH:20][C:19]=1[C:33]1[CH2:38][CH2:37][CH2:36][C:35](=[O:39])[CH:34]=1)[C:11]1[CH:16]=[CH:15][CH:14]=[CH:13][CH:12]=1.[Cl-].[NH4+]>CCOCC>[CH2:10]([O:17][C:18]1[CH:23]=[C:22]([C:24]([CH3:31])([CH3:32])[CH2:25][CH2:26][CH2:27][CH2:28][CH2:29][CH3:30])[CH:21]=[CH:20][C:19]=1[C:33]1([CH3:6])[CH2:38][CH2:37][CH2:36][C:35](=[O:39])[CH2:34]1)[C:11]1[CH:12]=[CH:13][CH:14]=[CH:15][CH:16]=1 |f:0.1,4.5,^1:0|. Procedure: To a -10° C. to -5° C. solution of 4.17 mmoles of dimethylcopper lithium in 10 ml. of tetrahydrofuran was slowly added 5.60 g. (1.39 mmoles) of 3-[2-benzyloxy-4-(1,1-dimethylheptyl)phenyl]cyclohex-2-enone in 5 ml. of tetrahydrofuran. The reaction mixture was stirred for 30 minutes longer and was then added to 100 ml. of saturated ammonium chloride and 100 ml. of ether. After stirring for 10 minutes the quenched reaction was extracted with 200 ml. of ether. The ether extract was washed with 100 m...